From a dataset of the Open Reaction Database (ORD), a public repository of structured organic reaction records. describe an organic reaction: reactants, conditions, products, and yield Reaction SMILES: [NH2:1][C:2]1[CH:7]=[C:6]([C:8]2[C:9]([C:21]3[CH:26]=[CH:25][C:24]([F:27])=[CH:23][CH:22]=3)=[N:10][N:11]([C:13]3[CH:18]=[C:17]([CH3:19])[C:16](=[O:20])[NH:15][N:14]=3)[CH:12]=2)[CH:5]=[CH:4][N:3]=1.NC1C=C(C2C(C3C=CC=CC=3)=NN(C3C=CC(=O)NN=3)C=2)C=CN=1>>[NH2:1][C:2]1[CH:7]=[C:6]([C:8]2[C:9]([C:21]3[CH:22]=[CH:23][C:24]([F:27])=[CH:25][CH:26]=3)=[N:10][N:11]([C:13]3[CH2:18][CH:17]([CH3:19])[C:16](=[O:20])[NH:15][N:14]=3)[CH:12]=2)[CH:5]=[CH:4][N:3]=1. Isolated yield 50.9%. The product is NC1=NC=CC(=C1)C=1C(=NN(C1)C1=NNC(C(C1)C)=O)C1=CC=C(C=C1)F (4-(2-Aminopyridin-4-yl)-3-(4-fluorophenyl)-1-(1,4,5,6-tetrahydro-5-methyl-6-oxopyridazin-3-yl)-1H-pyrazole). The reactants are NC1=NC=CC(=C1)C=1C(=NN(C1)C1=NNC(C(=C1)C)=O)C1=CC=C(C=C1)F (4-(2-aminopyridin-4-yl)-3-(4-fluorophenyl)-1-(1,6-dihydro-5-methyl-6-oxopyridazin-3-yl)-1H-pyrazole), NC1=NC=CC(=C1)C=1C(=NN(C1)C1=NNC(C=C1)=O)C1=CC=CC=C1 (4-(2-aminopyridin-4-yl)-1-(1,6-dihydro-6-oxopyridazin-3-yl)-3-phenyl-1H-pyrazole). Procedure: The reaction was carried out in the same manner as in Example 49 except for using 100 mg (0.28 mmol) of 4-(2-aminopyridin-4-yl)-3-(4-fluorophenyl)-1-(1,6-dihydro-5-methyl-6-oxopyridazin-3-yl)-1H-pyrazole obtained in Example 32-2) in place of 4-(2-aminopyridin-4-yl)-1-(1,6-dihydro-6-oxopyridazin-3-yl)-3-phenyl-1H-pyrazole to obtain 51.9 mg of the title compound as a white powder. (Yield: 51%)